Task: describe an organic reaction: reactants, conditions, products, and yield. Dataset: the Open Reaction Database (ORD), a public repository of structured organic reaction records Reactants: O=C1NC2=C(CCN1C1CCN(CC1)C(=O)O[C@H](CC1=CC(=C(C(=C1)[N+](=O)[O-])N)C)C(=O)OC)C=CC=C2 ((R)-2-(4-amino-3-methyl-5-nitro-phenyl)-1-methoxycarbonyl-ethyl 4-(2-oxo-1,2,4,5-tetrahydro-1,3-benzodiazepin-3-yl)-piperidine-1-carboxylate), C(=O)O (formic acid), [H][H] (hydrogen). The reagents and catalysts are [Pd] (Pd/C). Conditions: time 2 hour. Product: O=C1NC2=C(CCN1C1CCN(CC1)C(=O)O[C@H](CC1=CC3=C(NC=N3)C(=C1)C)C(=O)OC)C=CC=C2 ((R)-1-methoxycarbonyl-2-(7-methyl-1H-benzimidazol-5-yl)-ethyl 4-(2-oxo-1,2,4,5-tetrahydro-1,3-benzodiazepin-3-yl)-piperidine-1-carboxylate). Reaction SMILES: [O:1]=[C:2]1[N:8]([CH:9]2[CH2:14][CH2:13][N:12]([C:15]([O:17][C@@H:18]([C:31]([O:33][CH3:34])=[O:32])[CH2:19][C:20]3[CH:25]=[C:24]([N+:26]([O-])=O)[C:23]([NH2:29])=[C:22]([CH3:30])[CH:21]=3)=[O:16])[CH2:11][CH2:10]2)[CH2:7][CH2:6][C:5]2[CH:35]=[CH:36][CH:37]=[CH:38][C:4]=2[NH:3]1.[H][H].[CH:41](O)=O>[Pd]>[O:1]=[C:2]1[N:8]([CH:9]2[CH2:14][CH2:13][N:12]([C:15]([O:17][C@@H:18]([C:31]([O:33][CH3:34])=[O:32])[CH2:19][C:20]3[CH:21]=[C:22]([CH3:30])[C:23]4[NH:29][CH:41]=[N:26][C:24]=4[CH:25]=3)=[O:16])[CH2:11][CH2:10]2)[CH2:7][CH2:6][C:5]2[CH:35]=[CH:36][CH:37]=[CH:38][C:4]=2[NH:3]1. Reported procedure: 1.2 g (2.3 mmol) (R)-2-(4-amino-3-methyl-5-nitro-phenyl)-1-methoxycarbonyl-ethyl 4-(2-oxo-1,2,4,5-tetrahydro-1,3-benzodiazepin-3-yl)-piperidine-1-carboxylate were dissolved in 50 mL formic acid and combined with 300 mg 10% Pd/C. The mixture was hydrogenated for 2 h in a Parr apparatus at 60° C. and 50 psi hydrogen pressure. Then the catalyst was filtered off, the filtrate was evaporated down i.vac. and the residue was purified by chromatography (Alox, gradient DCM/MeOH 40:1 to 30:1). Yield: 880 ... Reactants: ClC=1SC2=C(N1)C(=CC=C2)Cl (2,4-Dichloro-benzothiazole), NC1=CC(=C(C(=C1)Cl)O)Cl (4-amino-2,6-dichlorophenol), C(=O)([O-])[O-].[K+].[K+] (K2CO3). The solvent is CCOC(=O)C (EtOAc), CS(=O)C (DMSO). Reaction conditions: temperature 145 celsius. Product: ClC=1C=C(C=C(C1OC=1SC2=C(N1)C(=CC=C2)Cl)Cl)N (3,5-Dichloro-4-(4-chloro-benzothiazol-2-yloxy)-phenylamine). Isolated yield 33.3%. Reaction SMILES: Cl[C:2]1[S:3][C:4]2[CH:10]=[CH:9][CH:8]=[C:7]([Cl:11])[C:5]=2[N:6]=1.[NH2:12][C:13]1[CH:18]=[C:17]([Cl:19])[C:16]([OH:20])=[C:15]([Cl:21])[CH:14]=1.C([O-])([O-])=O.[K+].[K+]>CS(C)=O.CCOC(C)=O>[Cl:19][C:17]1[CH:18]=[C:13]([NH2:12])[CH:14]=[C:15]([Cl:21])[C:16]=1[O:20][C:2]1[S:3][C:4]2[CH:10]=[CH:9][CH:8]=[C:7]([Cl:11])[C:5]=2[N:6]=1 |f:2.3.4|. Reported procedure: To solution of 2,4-dichlorobenzothiazole (255, 2.23 g, 11 mmol) and 4-amino-2,6-dichlorophenol (Aldrich, 1.78 g, 10 mmol) in 10 mL of DMSO was add K2CO3 (Aldrich, 4.14 g, 30 mmol). The mixture was heated at 145° C. for 4 h. After cooled to room temperature, the reaction mixture was diluted with EtOAc (300 mL) and filtered through a pad of silica gel and activated carbon followed by washing with EtOAc (500 mL). The filtrate was concentrated and the residue was purified by chromatography (20%-30% ...